describe an organic reaction: reactants, conditions, products, and yield From a dataset of the Open Reaction Database (ORD), a public repository of structured organic reaction records. Reactants: CCOC(=O)c1nc2c(C#N)c(C)c(-c3ccccc3)c(F)c2o1, C1COCCN1, C[Al](C)C, ClCCl, Cl. The product is Cc1c(-c2ccccc2)c(F)c2oc(C(=O)N3CCOCC3)nc2c1C#N. RXN SMILES: [C:11](#[N:12])[c:13]1[c:14]([CH3:34])[c:15](-[c:28]2[cH:29][cH:30][cH:31][cH:32][cH:33]2)[c:16]([F:27])[c:17]2[c:18]1[n:19][c:20]([C:22](=[O:23])[O:24][CH2:25][CH3:26])[o:21]2.[CH2:1]1[CH2:2][O:3][CH2:4][CH2:5][NH:6]1.[CH3:7][Al:8]([CH3:9])[CH3:10].[Cl:36][CH2:37][Cl:38].[ClH:35]>>[CH2:1]1[CH2:2][O:3][CH2:4][CH2:5][N:6]1[C:22]([c:20]1[n:19][c:18]2[c:13]([C:11]#[N:12])[c:14]([CH3:34])[c:15](-[c:28]3[cH:29][cH:30][cH:31][cH:32][cH:33]3)[c:16]([F:27])[c:17]2[o:21]1)=[O:23]. Reactants: CCO, [Cl-], [Fe], O=C(Nc1ccc([N+](=O)[O-])cc1)Nc1ccc2c(cnn2CCN2CCCC2)c1, [NH4+], O. The product is Nc1ccc(NC(=O)Nc2ccc3c(cnn3CCN3CCCC3)c2)cc1. Reaction SMILES: [CH3:33][CH2:34][OH:35].[Cl-:30].[Fe:32].[N+:1]([O-:2])(=[O:3])[c:4]1[cH:5][cH:6][c:7]([NH:10][C:11](=[O:12])[NH:13][c:14]2[cH:15][c:16]3[cH:17][n:18][n:19]([CH2:23][CH2:24][N:25]4[CH2:26][CH2:27][CH2:28][CH2:29]4)[c:20]3[cH:21][cH:22]2)[cH:8][cH:9]1.[NH4+:31].[OH2:36]>>[NH2:1][c:4]1[cH:5][cH:6][c:7]([NH:10][C:11](=[O:12])[NH:13][c:14]2[cH:15][c:16]3[cH:17][n:18][n:19]([CH2:23][CH2:24][N:25]4[CH2:26][CH2:27][CH2:28][CH2:29]4)[c:20]3[cH:21][cH:22]2)[cH:8][cH:9]1. The reactants are pyridinium bromide perbromide, O (H2O), COC1=CC=C(C=C1)C=1NC=C(N1)C (2-(p-Methoxyphenyl)-4-methylimidazole), hydrobromide salt, C(=O)([O-])[O-].[Na+].[Na+] (Na2CO3). Run in CC#N (CH3CN), CC#N (CH3CN), CC#N (CH3CN). Run at time 30 minute. Product: BrC1=C(N=C(N1)C1=CC=C(C=C1)OC)C (5-Bromo-2-(p-methoxyphenyl)-4-methylimidazole). The yield is 37.6%. RXN SMILES: [CH3:1][O:2][C:3]1[CH:8]=[CH:7][C:6]([C:9]2[NH:10][CH:11]=[C:12]([CH3:14])[N:13]=2)=[CH:5][CH:4]=1.C1C=C[NH+]=CC=1.[Br:21][Br-]Br.O.C([O-])([O-])=O.[Na+].[Na+]>CC#N>[Br:21][C:11]1[NH:10][C:9]([C:6]2[CH:5]=[CH:4][C:3]([O:2][CH3:1])=[CH:8][CH:7]=2)=[N:13][C:12]=1[CH3:14] |f:1.2,4.5.6|. Procedure: 2-(p-Methoxyphenyl)-4-methylimidazole, (5.0 g, 0.0265 mole), was dissolved in CH3CN (250 ml) at the boiling point. The solution was cooled to room temperature and stirred while a solution of pyridinium bromide perbromide (7.0 g) in CH3CN (70 ml) was added dropwise. A precipitate separated as the addition was completed (30 min) and stirring was continued for 30 minutes. The mixture was poured into water (1.5 L) and the precipitated hydrobromide salt was collected. The filtrate was made basic with... Reactants: ice, NC1=CC=C2C(=NC=NC2=C1)NC1=CC(=CC=C1)Br (7-amino-4-(3-bromoanilino)-quinazoline), C(C=C)(=O)O (acrylic acid), Cl.CN(CCCN=C=NCC)C (1-(3-dimethylaminopropyl)-3-ethylcarbodiimide HCl). The solvent is CN(C=O)C (dimethylformamide), CO (methanol). Reaction conditions: time 5 minute. The product is BrC=1C=C(C=CC1)NC1=NC=NC2=CC(=CC=C12)NC(C=C)=O (N-[4-(3-bromo-phenylamino)-quinazolin-7-yl]acrylamide). Isolated yield 27.0%. RXN SMILES: [NH2:1][C:2]1[CH:11]=[C:10]2[C:5]([C:6]([NH:12][C:13]3[CH:18]=[CH:17][CH:16]=[C:15]([Br:19])[CH:14]=3)=[N:7][CH:8]=[N:9]2)=[CH:4][CH:3]=1.[C:20](O)(=[O:23])[CH:21]=[CH2:22].Cl.CN(C)CCCN=C=NCC>CN(C)C=O.CO>[Br:19][C:15]1[CH:14]=[C:13]([NH:12][C:6]2[C:5]3[C:10](=[CH:11][C:2]([NH:1][C:20](=[O:23])[CH:21]=[CH2:22])=[CH:3][CH:4]=3)[N:9]=[CH:8][N:7]=2)[CH:18]=[CH:17][CH:16]=1 |f:2.3|. Procedure details: To an ice-cold solution of 0.158 g (0.5 mM) of 7-amino-4-(3-bromoanilino)-quinazoline [J Med Chem, 1995:3482] and 0.108 g of acrylic acid in 5.0 mL of dry dimethylformamide (DMF) was added 0.288 g of 1-(3-dimethylaminopropyl)-3-ethylcarbodiimide HCl (EDAC). After stirring for 5 minutes, the mixture became a solution, and the ice bath was removed. The reaction continued to stir at room temperature for 3 hours. The reaction was then poured into a mixture of ice and water and made basic with the ad... The reactants are C(=O)(O)[O-].[Na+] (NaHCO3), F[C@@H]1[C@@H](O[C@@H]([C@H]1O)CO)C1=NC(C2=NC=NC2=N1)(N)OC (2-deoxy-2-fluoro-β-D-arabinofuranosyl-6-methoxyadenine). Reagents/catalysts: [Pt] (Pt/C). Solvent: O (H2O), O (water). Conditions: temperature 65 celsius, time 0.5 hour. Product: F[C@@H]1[C@@H](O[C@@H]([C@H]1O)C(O)C(=O)O)C1=NC(C2=NC=NC2=N1)(N)OC (2-deoxy-2-fluoro-5-carboxy-β-D-arabinofuranosyl-6-methoxyadenine). Isolated yield 40.6%. As a reaction SMILES: [C:1]([O-:4])(O)=[O:2].[Na+].[F:6][C@H:7]1[C@H:11]([OH:12])[C@@H:10]([CH2:13][OH:14])[O:9][C@H:8]1[C:15]1[N:23]=[C:22]2[C:18](=[N:19][CH:20]=[N:21]2)[C:17]([O:25][CH3:26])([NH2:24])[N:16]=1>O.[Pt]>[F:6][C@H:7]1[C@H:11]([OH:12])[C@@H:10]([CH:13]([C:1]([OH:4])=[O:2])[OH:14])[O:9][C@H:8]1[C:15]1[N:23]=[C:22]2[C:18](=[N:19][CH:20]=[N:21]2)[C:17]([O:25][CH3:26])([NH2:24])[N:16]=1 |f:0.1|. Procedure: A mixture of Pt/C (10%, 15 g (20-30% mol equiv.) as a water slurry) and NaHCO3 (1.5 g, 17.94 mmol) in H2O (500 mL) was stirred at 65° C. under H2 for 0.5 h. The reaction mixture was then allowed to cool, placed under a vacuum and flushed with N2 several times to completely remove all H2. Compound 4 (5.1 g, 17.94 mmol) was then added at room temperature. The reaction mixture was stirred at 65° C. under O2 (balloon) until the reaction was complete by LC-MS (typically 24-72 h). The mixture was cool...